This data is from the Open Reaction Database (ORD), a public repository of structured organic reaction records. The task is: describe an organic reaction: reactants, conditions, products, and yield Reaction SMILES: [CH2:12]([c:13]1[cH:14][cH:15][cH:16][cH:17][cH:18]1)[O:19][c:20]1[c:21]([CH:34]([CH2:35][CH2:36][OH:37])[CH3:38])[cH:22][c:23]([O:26][CH2:27][c:28]2[cH:29][cH:30][cH:31][cH:32][cH:33]2)[cH:24][cH:25]1.[ClH:45].[S:1](=[O:2])(=[O:3])([c:4]1[cH:5][cH:6][c:7]([CH3:8])[cH:9][cH:10]1)[Cl:11].[cH:39]1[cH:40][cH:41][n:42][cH:43][cH:44]1>>[S:1](=[O:2])(=[O:3])([c:4]1[cH:5][cH:6][c:7]([CH3:8])[cH:9][cH:10]1)[O:37][CH2:36][CH2:35][CH:34]([c:21]1[c:20]([O:19][CH2:12][c:13]2[cH:14][cH:15][cH:16][cH:17][cH:18]2)[cH:25][cH:24][c:23]([O:26][CH2:27][c:28]2[cH:29][cH:30][cH:31][cH:32][cH:33]2)[cH:22]1)[CH3:38]. Starting materials: CC(CCO)c1cc(OCc2ccccc2)ccc1OCc1ccccc1, Cl, Cc1ccc(S(=O)(=O)Cl)cc1, c1ccncc1. Product: Cc1ccc(S(=O)(=O)OCCC(C)c2cc(OCc3ccccc3)ccc2OCc2ccccc2)cc1.